From a dataset of the Open Reaction Database (ORD), a public repository of structured organic reaction records. describe an organic reaction: reactants, conditions, products, and yield The reactants are CC(C)(C)OC(=O)NC1C(=O)N2C(C(=O)OC(c3ccccc3)c3ccccc3)=C(c3cnc(NC(=O)c4ccccc4)s3)CSC12, CS(=O)(=O)O, CC#N. The product is NC1C(=O)N2C(C(=O)OC(c3ccccc3)c3ccccc3)=C(c3cnc(NC(=O)c4ccccc4)s3)CSC12. As a reaction SMILES: [C:1]([c:2]1[cH:3][cH:4][cH:5][cH:6][cH:7]1)(=[O:8])[NH:9][c:10]1[s:11][c:12]([C:15]2=[C:16]([C:32](=[O:33])[O:34][CH:35]([c:36]3[cH:37][cH:38][cH:39][cH:40][cH:41]3)[c:42]3[cH:43][cH:44][cH:45][cH:46][cH:47]3)[N:17]3[C:18](=[O:31])[CH:19]([NH:23][C:24]([O:25][C:26]([CH3:27])([CH3:28])[CH3:29])=[O:30])[CH:20]3[S:21][CH2:22]2)[cH:13][n:14]1.[CH3:48][S:49](=[O:50])(=[O:51])[OH:52].[CH3:53][C:54]#[N:55]>>[C:1]([c:2]1[cH:3][cH:4][cH:5][cH:6][cH:7]1)(=[O:8])[NH:9][c:10]1[s:11][c:12]([C:15]2=[C:16]([C:32](=[O:33])[O:34][CH:35]([c:36]3[cH:37][cH:38][cH:39][cH:40][cH:41]3)[c:42]3[cH:43][cH:44][cH:45][cH:46][cH:47]3)[N:17]3[C:18](=[O:31])[CH:19]([NH2:23])[CH:20]3[S:21][CH2:22]2)[cH:13][n:14]1. The reactants are CCCN1CCCC1CNC(=O)c1c(OC)ccc(Br)c1OC, CC(C)=O, CCO, Cl. Product: CCCN1CCCC1CNC(=O)c1c(OC)ccc(Br)c1O, Cl. Reaction SMILES: [CH2:1]([CH2:2][CH3:3])[N:4]1[CH:5]([CH2:9][NH:10][C:11]([c:12]2[c:13]([O:21][CH3:22])[c:14]([Br:20])[cH:15][cH:16][c:17]2[O:18][CH3:19])=[O:23])[CH2:6][CH2:7][CH2:8]1.[CH3:25][C:26](=[O:27])[CH3:28].[CH3:29][CH2:30][OH:31].[ClH:24]>>[CH2:1]([CH2:2][CH3:3])[N:4]1[CH:5]([CH2:9][NH:10][C:11]([c:12]2[c:13]([OH:21])[c:14]([Br:20])[cH:15][cH:16][c:17]2[O:18][CH3:19])=[O:23])[CH2:6][CH2:7][CH2:8]1.[ClH:24]. The reactants are [OH-].[Na+] (NaOH), C(CC)C=1N(C(=C(N1)C=C)C=O)CC1=CC=C(C=C1)C1=C(C=CC=C1)C1=NN=NN1C(C1=CC=CC=C1)(C1=CC=CC=C1)C1=CC=CC=C1 (2-n-propyl-1-[(2'-(N-triphenylmethyl-(1H-tetrazol-5-yl))biphenyl-4-yl)methyl]-4-vinyl-imidazole-5-carboxaldehyde), FC(C(=O)O)(F)F (trifluoroacetic acid), O (water). Run in C1CCOC1 (THF). Conditions: time 8 hour. Product: C(CC)C=1N(C(=C(N1)C=C)C=O)CC1=CC=C(C=C1)C1=C(C=CC=C1)C1=NN=NN1 (2-n-propyl-1-[(2'-(1H-tetrazol-5-yl)biphenyl-4-yl)methyl]-4-vinyl-imidazole-5-carboxaldehyde). Yield: 131.6%. RXN SMILES: [CH2:1]([C:4]1[N:5]([CH2:13][C:14]2[CH:19]=[CH:18][C:17]([C:20]3[CH:25]=[CH:24][CH:23]=[CH:22][C:21]=3[C:26]3[N:30](C(C4C=CC=CC=4)(C4C=CC=CC=4)C4C=CC=CC=4)[N:29]=[N:28][N:27]=3)=[CH:16][CH:15]=2)[C:6]([CH:11]=[O:12])=[C:7]([CH:9]=[CH2:10])[N:8]=1)[CH2:2][CH3:3].FC(F)(F)C(O)=O.O.[OH-].[Na+]>C1COCC1>[CH2:1]([C:4]1[N:5]([CH2:13][C:14]2[CH:19]=[CH:18][C:17]([C:20]3[CH:25]=[CH:24][CH:23]=[CH:22][C:21]=3[C:26]3[NH:30][N:29]=[N:28][N:27]=3)=[CH:16][CH:15]=2)[C:6]([CH:11]=[O:12])=[C:7]([CH:9]=[CH2:10])[N:8]=1)[CH2:2][CH3:3] |f:3.4|. Procedure details: 2-n-propyl-1-[(2'-(N-triphenylmethyl-(1H-tetrazol-5-yl))biphenyl-4-yl)methyl]-4-vinyl-imidazole-5-carboxaldehyde (330 mg), trifluoroacetic acid (1.65 mL), water (1.65 mL), and THF (1.65 mL) were mixed and stirred at room temperature. After 8 h, the mixture was neutralized to pH=7 with 10N NaOH and the solvents removed in vacuo. The residue was flash chromatographed in 1:1 hexane/ethyl acetate to 100% ethanol to yield 270 mg of a white glass. NMR (DMSO-d6) δ 9.92 (s,1H); 7.65-7.50 (m,1H); 7.50-7.... The reactants are O=C(n1ccnc1)n1ccnc1, C1CCC2=NCCCN2CC1, C1CCOC1, CCOC(C)=O, COC(=O)C1=Cc2cc(OC)ccc2-c2c(C3CCCCC3)c3ccc(C(=O)O)cc3n2C1, ClCCl, NS(N)(=O)=O. The product is COC(=O)C1=Cc2cc(OC)ccc2-c2c(C3CCCCC3)c3ccc(C(=O)NS(N)(=O)=O)cc3n2C1. As a reaction SMILES: [C:1]([n:2]1[cH:3][cH:4][n:5][cH:6]1)([n:7]1[cH:8][cH:9][n:10][cH:11]1)=[O:12].[CH2:51]1[CH2:52][CH2:53][C:54]2=[N:59][CH2:58][CH2:57][CH2:56][N:55]2[CH2:60][CH2:61]1.[CH2:62]1[O:63][CH2:64][CH2:65][CH2:66]1.[CH3:67][CH2:68][O:69][C:70]([CH3:71])=[O:72].[CH:13]1([c:19]2[c:20]3[cH:21][cH:22][c:23]([C:43](=[O:44])[OH:45])[cH:24][c:25]3[n:26]3[c:27]2-[c:28]2[c:29]([cH:37][c:38]([O:41][CH3:42])[cH:39][cH:40]2)[CH:30]=[C:31]([C:33](=[O:34])[O:35][CH3:36])[CH2:32]3)[CH2:14][CH2:15][CH2:16][CH2:17][CH2:18]1.[Cl:73][CH2:74][Cl:75].[NH2:46][S:47]([NH2:48])(=[O:49])=[O:50]>>[CH:13]1([c:19]2[c:20]3[cH:21][cH:22][c:23]([C:43](=[O:45])[NH:48][S:47]([NH2:46])(=[O:49])=[O:50])[cH:24][c:25]3[n:26]3[c:27]2-[c:28]2[c:29]([cH:37][c:38]([O:41][CH3:42])[cH:39][cH:40]2)[CH:30]=[C:31]([C:33](=[O:34])[O:35][CH3:36])[CH2:32]3)[CH2:14][CH2:15][CH2:16][CH2:17][CH2:18]1. Reactants: C(=O)C1=CC=C(OCC(=O)O)C=C1 (2-(4-formylphenoxy)acetic acid), acid chloride, CN(C)C=O (DMF), C(C(=O)Cl)(=O)Cl (oxalyl chloride). Run in C(Cl)Cl (DCM). Product: C(=O)C1=CC=C(OCC(=O)NC)C=C1 (2-(4-formylphenoxy)-N-methylacetamide). Reaction SMILES: [CH:1]([C:3]1[CH:13]=[CH:12][C:6]([O:7][CH2:8][C:9](O)=[O:10])=[CH:5][CH:4]=1)=[O:2].[CH3:14][N:15](C=O)C.C(Cl)(=O)C(Cl)=O>C(Cl)Cl>[CH:1]([C:3]1[CH:13]=[CH:12][C:6]([O:7][CH2:8][C:9]([NH:15][CH3:14])=[O:10])=[CH:5][CH:4]=1)=[O:2]. Reported procedure: 2-(4-formylphenoxy)acetic acid was suspended in 20 mL of DCM at 0° C., and 0.5 mL of DMF was added followed by the dropwise addition of oxalyl chloride. The solution was allowed to warm to room temperature with stirring until gas evolution stopped and the solution was homogeneous. The solution containing the crude acid chloride was concentrated under vacuum and the residue resuspended in DCM, cooled to 0° C., and methylamine and DIEA were added. The mixture was allowed to warm to room temperatur... The reactants are FC=1C(=NC=C(C1)F)C#N (3,5-Difluoropicolinonitrile), ammonium sulfide. Run in CO (methanol), O (water). Reaction conditions: temperature 0 celsius, time 14 hour. The product is FC=1C(=NC=C(C1)F)C(N)=S (3,5-difluoropyridine-2-carbothioamide). As a reaction SMILES: [F:1][C:2]1[C:3]([C:9]#[N:10])=[N:4][CH:5]=[C:6]([F:8])[CH:7]=1.[NH4+]=[S:12]>CO.O>[F:1][C:2]1[C:3]([C:9](=[S:12])[NH2:10])=[N:4][CH:5]=[C:6]([F:8])[CH:7]=1. Procedure details: 3,5-Difluoropicolinonitrile (1.00 g) was partially dissolved in methanol (5 mL) and cooled to 0° C. A solution of ammonium sulfide in water (1.1 mL, 45% weight) was added slowly and the reaction was stirred 14 hours. The reaction was decanted and this solution was concentrated and then purified by column chromatography using dichloromethane as the eluant to obtain the title compound (0.17 g) having the following physical data. Starting materials: CC1(OB(OC1(C)C)C1=CC=C(C=C1)C1=CC=C(C=C1)N1C2=CC=CC=C2C=2C=CC=CC12)C (9-(4′-(4,4,5,5-tetramethyl-1,3,2-dioxaborolan-2-yl)-[1,1′-biphenyl]-4-yl)-9H-carbazole), BrC1=CC2=C(OC3=C2C=C(C=C3)Br)C=C1 (2,8-dibromodibenzo[b,d]furan), C([O-])([O-])=O.[K+].[K+] (potassium carbonate), O1CCOCC1 (1,4-dioxane). Reagents/catalysts: [Pd].C1(=CC=CC=C1)P(C1=CC=CC=C1)C1=CC=CC=C1.C1(=CC=CC=C1)P(C1=CC=CC=C1)C1=CC=CC=C1.C1(=CC=CC=C1)P(C1=CC=CC=C1)C1=CC=CC=C1.C1(=CC=CC=C1)P(C1=CC=CC=C1)C1=CC=CC=C1 (tetrakis(triphenylphosphine) palladium(0)). The solvent is O (water). Run at temperature 80 celsius, time 16.5 hour. Product: BrC=1C=CC2=C(C3=C(O2)C=CC(=C3)C3=CC=C(C=C3)C3=CC=C(C=C3)N3C2=CC=CC=C2C=2C=CC=CC32)C1 (9-(4′-(8-bromodibenzo[b,d]furan-2-yl)-[1,1′-biphenyl]-4-yl)-9H-carbazole). Yield: 43.7%. RXN SMILES: CC1(C)C(C)(C)OB([C:9]2[CH:14]=[CH:13][C:12]([C:15]3[CH:20]=[CH:19][C:18]([N:21]4[C:33]5[CH:32]=[CH:31][CH:30]=[CH:29][C:28]=5[C:27]5[C:22]4=[CH:23][CH:24]=[CH:25][CH:26]=5)=[CH:17][CH:16]=3)=[CH:11][CH:10]=2)O1.Br[C:36]1[CH:49]=[CH:48][C:39]2[O:40][C:41]3[CH:46]=[CH:45][C:44]([Br:47])=[CH:43][C:42]=3[C:38]=2[CH:37]=1.C(=O)([O-])[O-].[K+].[K+].O1CCOCC1>[Pd].C1(P(C2C=CC=CC=2)C2C=CC=CC=2)C=CC=CC=1.C1(P(C2C=CC=CC=2)C2C=CC=CC=2)C=CC=CC=1.C1(P(C2C=CC=CC=2)C2C=CC=CC=2)C=CC=CC=1.C1(P(C2C=CC=CC=2)C2C=CC=CC=2)C=CC=CC=1.O>[Br:47][C:44]1[CH:45]=[CH:46][C:41]2[O:40][C:39]3[CH:48]=[CH:49][C:36]([C:9]4[CH:10]=[CH:11][C:12]([C:15]5[CH:16]=[CH:17][C:18]([N:21]6[C:22]7[CH:23]=[CH:24][CH:25]=[CH:26][C:27]=7[C:28]7[C:33]6=[CH:32][CH:31]=[CH:30][CH:29]=7)=[CH:19][CH:20]=5)=[CH:13][CH:14]=4)=[CH:37][C:38]=3[C:42]=2[CH:43]=1 |f:2.3.4,6.7.8.9.10|. Reported procedure: A mixture of 9-(4′-(4,4,5,5-tetramethyl-1,3,2-dioxaborolan-2-yl)-[1,1′-biphenyl]-4-yl)-9H-carbazole (1.75 g, 4.42 mmol), 2,8-dibromodibenzo[b,d]furan (2.52 g, 7.74 mmol), tetrakis(triphenylphosphine) palladium(0) (0.25 g, 0.22 mmol), potassium carbonate (1.83 g, 13.26 mmol), 1,4-dioxane (40.00 mL), and water (8.00 mL) was degassed with bubbling argon for 30 minutes. The reaction mixture was then heated to 80° C. and was stirred overnight (16.5 hours), maintaining an argon atmosphere. Consumption... Starting materials: CC1=C(C=CC=C1C(C1=CC=C(C=C1)Cl)=O)CC(=O)O (2-methyl-3-(p-chlorobenzoyl)-phenylacetic acid), suspension, [H-].[Na+] (sodium hydride), [H][H] (hydrogen), C(C(C)(C)C)(=O)OCCl (chloromethyl pivalate). Solvent: O (water). Reaction conditions: time 2 hour. The product is CC1=C(C=CC=C1CC1=CC=C(C=C1)Cl)CC(=O)OCOC(C(C)(C)C)=O (Pivaloyloxymethyl 2-methyl-3-(p-chlorobenzyl)-phenylacetate). RXN SMILES: [CH3:1][C:2]1[C:7]([C:8](=O)[C:9]2[CH:14]=[CH:13][C:12]([Cl:15])=[CH:11][CH:10]=2)=[CH:6][CH:5]=[CH:4][C:3]=1[CH2:17][C:18]([OH:20])=[O:19].[H-].[Na+].[H][H].[C:25]([O:31][CH2:32]Cl)(=[O:30])[C:26]([CH3:29])([CH3:28])[CH3:27]>O>[CH3:1][C:2]1[C:7]([CH2:8][C:9]2[CH:14]=[CH:13][C:12]([Cl:15])=[CH:11][CH:10]=2)=[CH:6][CH:5]=[CH:4][C:3]=1[CH2:17][C:18]([O:20][CH2:32][O:31][C:25](=[O:30])[C:26]([CH3:29])([CH3:28])[CH3:27])=[O:19] |f:1.2|. Reported procedure: A mixture of 3.37 g of the acid of Step A, 25 ml of hexamethylphosphortriamide and 0.57 g of a 50% suspension of sodium hydride in mineral oil stood until evolution of hydrogen ceased and then a solution of 1.78 g of chloromethyl pivalate in 10 ml of hexamethylphosphortriamide was progressively added thereto at room temperature. The mixture was stirred for 2 hours and was then poured into 250 ml of water. The mixture was extracted with isopropyl ether and the extracts were evaporated to dryness ... The reactants are COP(OC)(=O)CC1=C(C=CC=C1)C1=CC=CC=C1 (([1,1'-Biphenyl]-2-ylmethyl)phosphonic acid dimethyl ester), COP(OC)(=O)CC1=C(C=CC=C1)C1=CC=CC=C1 (([1,1'-Biphenyl]-2-ylmethyl)phosphonic acid dimethyl ester). Run in Cl (hydrochloric acid). The product is C1(=C(C=CC=C1)CP(O)(O)=O)C1=CC=CC=C1 (([1,1'-Biphenyl]-2-ylmethyl)phosphonic acid). Yield: 64.8%. As a reaction SMILES: C[O:2][P:3]([CH2:7][C:8]1[CH:13]=[CH:12][CH:11]=[CH:10][C:9]=1[C:14]1[CH:19]=[CH:18][CH:17]=[CH:16][CH:15]=1)(=[O:6])[O:4]C>Cl>[C:9]1([C:14]2[CH:19]=[CH:18][CH:17]=[CH:16][CH:15]=2)[CH:10]=[CH:11][CH:12]=[CH:13][C:8]=1[CH2:7][P:3](=[O:2])([OH:6])[OH:4]. Reported procedure: A solution of ([1,1'-Biphenyl]-2-ylmethyl)phosphonic acid dimethyl ester (Compound 6, 515 mg, 1.87 mM) in concentrated hydrochloric acid (5 mL) is heated at reflux temperature for six hours. The reaction is then allowed to stand at room temperature until a white precipitate is formed. The aqueous HC1 is removed under reduced pressure. The white solid is recrystallized from water to yield 300 mg of title compound as white crystals, mp 168.5°-169° C.